From a dataset of the Open Reaction Database (ORD), a public repository of structured organic reaction records. describe an organic reaction: reactants, conditions, products, and yield Reactants: FC(CC(C)=O)(F)F (4,4,4-trifluorobutan-2-one), C(C)(C)(C)[S@@](=O)N ((R)-tert-butanesulfinamide). The reagents and catalysts are CC([O-])C.[Ti+4].CC([O-])C.CC([O-])C.CC([O-])C (titanium (IV) isopropoxide). The solvent is [Cl-].[Na+].O (brine), C1CCOC1 (THF). Product: CC(C)(C)[S@@](=O)N=C(C)CC(F)(F)F ((R)-2-methyl-N-(4,4,4-trifluorobutan-2-ylidene)propane-2-sulfinamide). Yield: 64.3%. RXN SMILES: [F:1][C:2]([F:8])([F:7])[CH2:3][C:4](=O)[CH3:5].[C:9]([S@:13]([NH2:15])=[O:14])([CH3:12])([CH3:11])[CH3:10]>C1COCC1.[Cl-].[Na+].O.CC(C)[O-].[Ti+4].CC(C)[O-].CC(C)[O-].CC(C)[O-]>[CH3:10][C:9]([S@:13]([N:15]=[C:4]([CH2:3][C:2]([F:8])([F:7])[F:1])[CH3:5])=[O:14])([CH3:12])[CH3:11] |f:3.4.5,6.7.8.9.10|. Reported procedure: To a solution of 4,4,4-trifluorobutan-2-one (12 g, 95 mmol) in THF (150 ml) was added titanium (IV) isopropoxide (42 ml, 142 mmol) and (R)-tert-butanesulfinamide (17.3 g, 142 mmol). The solution was heated to reflux for 22 h, cooled to RT, and poured into a vigorously-stirred brine solution. The mixture was filtered through a pad of Celite, the filter cake washed with EtOAc, and the filtrate separated. The aqueous layer was extracted with EtOAc, the organic layers combined and washed with brine,... Reactants: O (Water), [OH-].[Na+] (NaOH), O (water), O=C1C2(N(C(CN1CC1=CC=CC=C1)=O)CCC2)C(=O)OCC (ethyl 1,4-dioxo-2-(phenylmethyl)hexahydropyrrolo[1,2-a]pyrazine-8a(6H)-carboxylate), [H-].[Al+3].[Li+].[H-].[H-].[H-] (lithium aluminium hydride). Solvent: C1CCOC1 (THF). Reaction conditions: temperature 0 celsius, time 10 minute. Yields the product C1(=CC=CC=C1)CN1CC2(N(CC1)CCC2)CO ([2-(phenylmethyl)hexahydropyrrolo[1,2-a]pyrazin-8a(6H)-yl]methanol). The yield is 46.2%. As a reaction SMILES: O=[C:2]1[N:7]([CH2:8][C:9]2[CH:14]=[CH:13][CH:12]=[CH:11][CH:10]=2)[CH2:6][C:5](=O)[N:4]2[CH2:16][CH2:17][CH2:18][C:3]12[C:19](OCC)=[O:20].[H-].[Al+3].[Li+].[H-].[H-].[H-].O.[OH-].[Na+]>C1COCC1>[C:9]1([CH2:8][N:7]2[CH2:6][CH2:5][N:4]3[CH2:16][CH2:17][CH2:18][C:3]3([CH2:19][OH:20])[CH2:2]2)[CH:10]=[CH:11][CH:12]=[CH:13][CH:14]=1 |f:1.2.3.4.5.6,8.9|. Procedure: To a solution of ethyl 1,4-dioxo-2-(phenylmethyl)hexahydropyrrolo[1,2-a]pyrazine-8a(6H)-carboxylate (D65, 450 mg) in anhydrous THF (5 mL) under a Nitrogen atmosphere at 0° C., lithium aluminium hydride (1M in THF, 14 mL) was added dropwise. The resulting mixture was stirred at 0° C. for 10 minutes, then allowed to reach rt and stirred at this temperature for 45 minutes. It was then heated at reflux temperature for 3.5 hours and then allowed to cool to r.t. Water (540 microL), NaOH (1M solution, ... The reactants are C1(CC1)C=1C(=CC(=NC1)C(=O)O)OCC1CC1 (5-Cyclopropyl-4-cyclopropylmethoxy-pyridine-2-carboxylic acid), Cl.NCC1(CCCCC1)O (1-(aminomethyl)cyclohexanol hydrochloride). Yields the product OC1(CCCCC1)CNC(=O)C1=NC=C(C(=C1)OCC1CC1)C1CC1 (5-Cyclopropyl-4-cyclopropylmethoxy-pyridine-2-carboxylic acid (1-hydroxy-cyclohexylmethyl)-amide). RXN SMILES: [CH:1]1([C:4]2[C:5]([O:13][CH2:14][CH:15]3[CH2:17][CH2:16]3)=[CH:6][C:7]([C:10]([OH:12])=O)=[N:8][CH:9]=2)[CH2:3][CH2:2]1.Cl.[NH2:19][CH2:20][C:21]1([OH:27])[CH2:26][CH2:25][CH2:24][CH2:23][CH2:22]1>>[OH:27][C:21]1([CH2:20][NH:19][C:10]([C:7]2[CH:6]=[C:5]([O:13][CH2:14][CH:15]3[CH2:17][CH2:16]3)[C:4]([CH:1]3[CH2:2][CH2:3]3)=[CH:9][N:8]=2)=[O:12])[CH2:26][CH2:25][CH2:24][CH2:23][CH2:22]1 |f:1.2|. Procedure details: The title compound was synthesized in analogy to Example 54, using 5-Cyclopropyl-4-cyclopropylmethoxy-pyridine-2-carboxylic acid (Example 42c) and 1-(aminomethyl)cyclohexanol hydrochloride (CAN 19968-85-5) as starting materials and isolated (70.5 mg, 58%) as a white solid; MS (ESI, m/z): 345.1 (M+H+). Starting materials: C[Si]([N-][Si](C)(C)C)(C)C.[Na+] (sodium hexamethyldisilazide), solution, C(C1=CC=CC=C1)N(CCC#N)CC(CS(=O)(=O)C)S(=O)(=O)C (N-Benzyl-N-(2-cyanoethyl)-2,3-dimethanesulfonylpropylamine). Solvent: O1CCCC1 (tetrahydrofuran), C1=CC=CC=C1 (benzene). Reaction conditions: time 2 hour. Product: C(C1=CC=CC=C1)N1CC2(CC2C1)C#N (3-Benzyl-1-cyano-3-azabicyclo[3.1.0]hexane). Yield: 49.0%. As a reaction SMILES: [CH2:1]([N:8]([CH2:13][CH:14](S(C)(=O)=O)[CH2:15]S(C)(=O)=O)[CH2:9][CH2:10][C:11]#[N:12])[C:2]1[CH:7]=[CH:6][CH:5]=[CH:4][CH:3]=1.C[Si](C)(C)[N-][Si](C)(C)C.[Na+]>C1C=CC=CC=1.O1CCCC1>[CH2:1]([N:8]1[CH2:13][CH:14]2[C:10]([C:11]#[N:12])([CH2:15]2)[CH2:9]1)[C:2]1[CH:7]=[CH:6][CH:5]=[CH:4][CH:3]=1 |f:1.2|. Reported procedure: N-Benzyl-N-(2-cyanoethyl)-2,3-dimethanesulfonylpropylamine (32.25 g, 85.2 mmol) was dissolved in benzene (800 ml), cooled to -10°, and treated with sodium hexamethyldisilazide (170 ml of a 1M solution in tetrahydrofuran, 170 mmol). After 2 hours, the reaction mixture was quenched with saturated ammonium chloride solution, and the mixture was extracted three times with methylene chloride. The combined organic layers were dried over magnesium sulfate, filtered and concentrated in vacuo. Chromatogr... Starting materials: O=[N+]([O-])O, Oc1cncc2ccoc12. Yields the product O=[N+]([O-])c1ncc2ccoc2c1O. RXN SMILES: [OH:11][N+:12]([O-:13])=[O:14].[o:1]1[cH:2][cH:3][c:4]2[cH:5][n:6][cH:7][c:8]([OH:10])[c:9]12>>[o:1]1[cH:2][cH:3][c:4]2[cH:5][n:6][c:7]([N+:12](=[O:11])[O-:13])[c:8]([OH:10])[c:9]12. Reported procedure: A solution of 3-chloro-2-(2,4-dichlorophenylthio)-nitrobenzene (10.04 g) in dioxan (100 ml) is mixed with Raney-nickel (5 g). Following this, the mixture is shaken for 3 hours at room temperature and 3 bar hydrogen pressure in a Parr apparatus. The catalyst is removed by filtration. The filtrate is concentrated in a vacuum and the resulting residue is brought to constant weight in a vacuum. Yield 9.01 g (98.6%) of colourless oil. Reagents/catalysts: [Ni] (Raney-nickel). The solvent is O1CCOCC1 (dioxan). Reaction SMILES: [Cl:1][C:2]1[C:3]([S:11][C:12]2[CH:17]=[CH:16][C:15]([Cl:18])=[CH:14][C:13]=2[Cl:19])=[C:4]([N+:8]([O-])=O)[CH:5]=[CH:6][CH:7]=1.[H][H]>O1CCOCC1.[Ni]>[Cl:1][C:2]1[C:3]([S:11][C:12]2[CH:17]=[CH:16][C:15]([Cl:18])=[CH:14][C:13]=2[Cl:19])=[C:4]([CH:5]=[CH:6][CH:7]=1)[NH2:8]. Reaction conditions: time 3 hour. Yields the product ClC=1C(=C(N)C=CC1)SC1=C(C=C(C=C1)Cl)Cl (3-chloro-2-(2,4-dichlorophenylthio)-aniline). Starting materials: ClC=1C(=C(C=CC1)[N+](=O)[O-])SC1=C(C=C(C=C1)Cl)Cl (3-chloro-2-(2,4-dichlorophenylthio)-nitrobenzene), [H][H] (hydrogen).